This data is from the Open Reaction Database (ORD), a public repository of structured organic reaction records. The task is: describe an organic reaction: reactants, conditions, products, and yield The reactants are BrC=1C=C(C(=CC1)NCCOC(F)(F)F)N (4-Bromo-N1-[2-(trifluoromethoxy)ethyl]benzene-1,2-diamine), C(C)(C)(C)CC(=O)Cl (tert-butylacetyl chloride). Solvent: C(C)(=O)OCC (ethyl acetate), C(C)(=O)OCC (ethyl acetate). Conditions: time 2 hour. Product: BrC=1C=CC(=C(C1)NC(CC(C)(C)C)=O)NCCOC(F)(F)F (N-(5-Bromo-2-{[2-(trifluoromethoxy)ethyl]amino}phenyl)-3,3-dimethylbutanamide). Yield: 73.0%. As a reaction SMILES: [Br:1][C:2]1[CH:3]=[C:4]([NH2:16])[C:5]([NH:8][CH2:9][CH2:10][O:11][C:12]([F:15])([F:14])[F:13])=[CH:6][CH:7]=1.[C:17]([CH2:21][C:22](Cl)=[O:23])([CH3:20])([CH3:19])[CH3:18]>C(OCC)(=O)C>[Br:1][C:2]1[CH:7]=[CH:6][C:5]([NH:8][CH2:9][CH2:10][O:11][C:12]([F:13])([F:15])[F:14])=[C:4]([NH:16][C:22](=[O:23])[CH2:21][C:17]([CH3:20])([CH3:19])[CH3:18])[CH:3]=1. Reported procedure: To a solution of 4-bromo-N1-[2-(trifluoromethoxy)ethyl]benzene-1,2-diamine (step B, 752 mg, 2.51 mmol) in ethyl acetate (22 mL) was added tert-butylacetyl chloride (355 mg, 2.64 mmol) at room temperature. After stirring for 2 h at room temperature, the mixture was diluted with ethyl acetate. The organic solution was washed with saturated sodium hydrogencarbonate aqueous solution, brine, dried over magnesium sulfate and concentrated under reduced pressure. The residue was purified by column chrom...